This data is from the Open Reaction Database (ORD), a public repository of structured organic reaction records. The task is: describe an organic reaction: reactants, conditions, products, and yield Conditions: time 8 hour. The reactants are FC=1C=C(C=C(C1)F)N1C(C2(CC1)C[C@H](C[C@@H](C2)O)NC(=O)C2=NC(=NC=C2)C)=O (trans-2-Methyl-pyrimidine-4-carboxylic acid [2-(3,5-difluorophenyl)-9-hydroxy-1-oxo-2-aza-spiro[4.5]dec-7-yl]-amide), CCN(CC)S(F)(F)F (DAST). Run in C(Cl)Cl (DCM). As a reaction SMILES: [F:1][C:2]1[CH:3]=[C:4]([N:9]2[CH2:13][CH2:12][C:11]3([CH2:18][C@@H:17](O)[CH2:16][C@H:15]([NH:20][C:21]([C:23]4[CH:28]=[CH:27][N:26]=[C:25]([CH3:29])[N:24]=4)=[O:22])[CH2:14]3)[C:10]2=[O:30])[CH:5]=[C:6]([F:8])[CH:7]=1.CCN(S(F)(F)[F:37])CC>C(Cl)Cl>[F:8][C:6]1[CH:5]=[C:4]([N:9]2[CH2:13][CH2:12][C:11]3([CH2:18][C@@H:17]([F:37])[CH2:16][C@H:15]([NH:20][C:21]([C:23]4[CH:28]=[CH:27][N:26]=[C:25]([CH3:29])[N:24]=4)=[O:22])[CH2:14]3)[C:10]2=[O:30])[CH:3]=[C:2]([F:1])[CH:7]=1. Yields the product FC=1C=C(C=C(C1)F)N1C(C2(CC1)C[C@H](C[C@@H](C2)F)NC(=O)C2=NC(=NC=C2)C)=O (trans-2-Methyl-pyrimidine-4-carboxylic acid [2-(3,5-difluoro-phenyl)-9-fluoro-1-oxo-2-aza-spiro[4.5]dec-7-yl]-amide). Reported procedure: To a solution of trans-2-Methyl-pyrimidine-4-carboxylic acid [2-(3,5-difluorophenyl)-9-hydroxy-1-oxo-2-aza-spiro[4.5]dec-7-yl]-amide (crude, <0.121 mmol) in DCM (5 mL) was added DAST (20.3 μL, 0.154 mmol) at 0° C. The reaction mixture was stirred at room temperature overnight and quenched with saturated aqueous NaHCO3. The aqueous layer was extracted with DCM. The combined organic layers were washed with brine, dried over Na2SO4, filtered, and concentrated. The residue was chromatographed on sil...